From a dataset of the Open Reaction Database (ORD), a public repository of structured organic reaction records. describe an organic reaction: reactants, conditions, products, and yield Starting materials: NCCC(C(=O)OC(C)(C)C)C1(C(N(CC1)CCC1=CC=CC=C1)=O)C(=C)C (tert-butyl α-(2-aminoethyl)-2-oxo-1-(2-phenylethyl)-3-(propen-2-yl)-3-pyrrolidineacetate), C(C)(C)N(CC)C(C)C (diisopropylethylamine), FC=1C=C(C(=O)Cl)C=CC1F (3,4-difluorobenzoyl chloride). Run in C(Cl)Cl (CH2Cl2), CCOC(=O)C (EtOAc). Run at time 8 hour. Product: FC=1C=C(C(=O)NCCC(C(=O)OC(C)(C)C)C2(C(N(CC2)CCC2=CC=CC=C2)=O)C(=C)C)C=CC1F (tert-Butyl α-[2-[(3,4-Difluorobenzoyl)amino]ethyl]-2-oxo-1-(2-phenylethyl)-3-(propen-2-yl)-3-pyrrolidineacetate). Yield: 137.0%. Reaction SMILES: [NH2:1][CH2:2][CH2:3][CH:4]([C:12]1([C:26]([CH3:28])=[CH2:27])[CH2:16][CH2:15][N:14]([CH2:17][CH2:18][C:19]2[CH:24]=[CH:23][CH:22]=[CH:21][CH:20]=2)[C:13]1=[O:25])[C:5]([O:7][C:8]([CH3:11])([CH3:10])[CH3:9])=[O:6].C(N(C(C)C)CC)(C)C.[F:38][C:39]1[CH:40]=[C:41]([CH:45]=[CH:46][C:47]=1[F:48])[C:42](Cl)=[O:43]>C(Cl)Cl.CCOC(C)=O>[F:38][C:39]1[CH:40]=[C:41]([CH:45]=[CH:46][C:47]=1[F:48])[C:42]([NH:1][CH2:2][CH2:3][CH:4]([C:12]1([C:26]([CH3:28])=[CH2:27])[CH2:16][CH2:15][N:14]([CH2:17][CH2:18][C:19]2[CH:20]=[CH:21][CH:22]=[CH:23][CH:24]=2)[C:13]1=[O:25])[C:5]([O:7][C:8]([CH3:11])([CH3:10])[CH3:9])=[O:6])=[O:43]. Procedure details: A cold (0° C.) solution of tert-butyl α-(2-aminoethyl)-2-oxo-1-(2-phenylethyl)-3-(propen-2-yl)-3-pyrrolidineacetate (1.93 g, 4.99 mmol) in dry CH2Cl2 (20 mL) is treated with diisopropylethylamine (1.04 mL, 5.99 mmol) and 3,4-difluorobenzoyl chloride (691 μL, 5.49 mmol). The solution is allowed to warm to room temperature, stirring under N2 overnight. The solution is diluted with EtOAc (100 mL) and washed with 1N HCl (25 mL), 1N NaOH (25 mL), and brine (25 mL). The organic layer is dried over anh... The reactants are COC1=C(OC)C(=O)C(Cc2ccc(OC(C)=O)c(C(=O)Nc3ccc(N4CCOCC4)cc3)c2)=C(C)C1=O, CO, [Na+], O, O=C([O-])O. Yields the product COC1=C(OC)C(=O)C(Cc2ccc(O)c(C(=O)Nc3ccc(N4CCOCC4)cc3)c2)=C(C)C1=O. RXN SMILES: [CH3:1][O:2][C:3]1=[C:8]([O:9][CH3:10])[C:7](=[O:11])[C:6]([CH2:12][c:13]2[cH:14][cH:15][c:16]([O:34][C:35](=[O:36])[CH3:37])[c:17]([C:18](=[O:19])[NH:20][c:21]3[cH:22][cH:23][c:24]([N:27]4[CH2:28][CH2:29][O:30][CH2:31][CH2:32]4)[cH:25][cH:26]3)[cH:33]2)=[C:5]([CH3:38])[C:4]1=[O:39].[CH3:45][OH:46].[Na+:40].[OH2:47].[OH:41][C:42](=[O:43])[O-:44]>>[CH3:1][O:2][C:3]1=[C:8]([O:9][CH3:10])[C:7](=[O:11])[C:6]([CH2:12][c:13]2[cH:14][cH:15][c:16]([OH:34])[c:17]([C:18](=[O:19])[NH:20][c:21]3[cH:22][cH:23][c:24]([N:27]4[CH2:28][CH2:29][O:30][CH2:31][CH2:32]4)[cH:25][cH:26]3)[cH:33]2)=[C:5]([CH3:38])[C:4]1=[O:39]. Run in C1=CC=CC=C1 (benzene). Starting materials: C(C)C1(C2CCC(C1)C2)O (2-ethylbicyclo[2.2.1]heptan-2ol), O.C1(=CC=C(C=C1)S(=O)(=O)O)C (p-toluenesulfonic acid monohydrate), removing,water. Reaction SMILES: [CH2:1]([C:3]1(O)[CH2:8][CH:7]2[CH2:9][CH:4]1[CH2:5][CH2:6]2)[CH3:2].O.C1(C)C=CC(S(O)(=O)=O)=CC=1>C1C=CC=CC=1>[CH:1](=[C:3]1[CH2:8][CH:7]2[CH2:9][CH:4]1[CH2:5][CH2:6]2)[CH3:2] |f:1.2|. Procedure: In 600 ml of benzene was dissolved 125.0 g of 2-ethylbicyclo[2.2.1]heptan-2ol in endo-form. To the solution was added 8.5 g of p-toluenesulfonic acid monohydrate. This reaction mixture was heated, agitated under reflux for 6 hours while removing,water, and subjected to conventional post-treatment. The resulting oily substance was purified by silica gel column chromatography, obtaining 85.9 g of 2-ethylidenebicyclo[2.2.1]heptane. The yield was 78.8%. The yield is 78.9%. The product is C(C)=C1C2CCC(C1)C2 (2-ethylidenebicyclo[2.2.1]heptane). Starting materials: Cl, N, O, COC(=O)c1ccc(O)c([N+](=O)[O-])c1. Product: NC(=O)c1ccc(O)c([N+](=O)[O-])c1. As a reaction SMILES: [ClH:16].[NH3:15].[OH2:17].[OH:1][c:2]1[c:3]([N+:12](=[O:13])[O-:14])[cH:4][c:5]([C:6](=[O:7])[O:8][CH3:9])[cH:10][cH:11]1>>[OH:1][c:2]1[c:3]([N+:12](=[O:13])[O-:14])[cH:4][c:5]([C:6](=[O:7])[NH2:15])[cH:10][cH:11]1. Starting materials: Cc1cc(C(=O)Cl)c(C)o1, Cc1cc(C(=O)N=C=S)c(C)o1, COc1cc2nccc(Oc3ccc(N)c(F)c3)c2cc1OC, Cc1cc(C(=O)O)c(C)o1, CCO, Cc1ccccc1, O=S(Cl)Cl. Yields the product COc1cc2nccc(Oc3ccc(NC(=S)NC(=O)c4cc(C)oc4C)c(F)c3)c2cc1OC. RXN SMILES: [CH3:15][c:16]1[o:17][c:18]([CH3:19])[cH:20][c:21]1[C:22]([Cl:23])=[O:24].[CH3:25][c:26]1[o:27][c:28]([CH3:36])[cH:29][c:30]1[C:31](=[O:32])[N:33]=[C:34]=[S:35].[CH3:37][O:38][c:39]1[cH:40][c:41]2[c:42]([O:51][c:52]3[cH:53][c:54]([F:59])[c:55]([NH2:56])[cH:57][cH:58]3)[cH:43][cH:44][n:45][c:46]2[cH:47][c:48]1[O:49][CH3:50].[CH3:5][c:6]1[o:7][c:8]([CH3:9])[cH:10][c:11]1[C:12]([OH:13])=[O:14].[CH3:60][CH2:61][OH:62].[CH3:63][c:64]1[cH:65][cH:66][cH:67][cH:68][cH:69]1.[S:1]([Cl:2])([Cl:3])=[O:4]>>[CH3:25][c:26]1[o:27][c:28]([CH3:36])[cH:29][c:30]1[C:31](=[O:32])[NH:33][C:34](=[S:35])[NH:56][c:55]1[c:54]([F:59])[cH:53][c:52]([O:51][c:42]2[c:41]3[cH:40][c:39]([O:38][CH3:37])[c:48]([O:49][CH3:50])[cH:47][c:46]3[n:45][cH:44][cH:43]2)[cH:58][cH:57]1. Starting materials: NCC1=C2C(=O)N=C(N)N=C2N=C1, O=Cc1ccc(O)cc1. Product: NC1=NC(=O)C2=C(CNCc3ccc(O)cc3)C=NC2=N1. As a reaction SMILES: [NH2:1][C:2]1=[N:3][C:4](=[O:13])[C:5]2=[C:10]([CH2:11][NH2:12])[CH:9]=[N:8][C:6]2=[N:7]1.[OH:14][c:15]1[cH:16][cH:17][c:18]([CH:19]=[O:20])[cH:21][cH:22]1>>[NH2:1][C:2]1=[N:3][C:4](=[O:13])[C:5]2=[C:10]([CH2:11][NH:12][CH2:19][c:18]3[cH:17][cH:16][c:15]([OH:14])[cH:22][cH:21]3)[CH:9]=[N:8][C:6]2=[N:7]1. The solvent is CN(C)C=O (DMF). Reactants: OCC(CS(=O)(=O)N)(C)C (3-hydroxy-2,2-dimethyl-1-propanesulfonamide), [H-].[Na+] (sodium hydride), [H-].[Na+] (sodium hydride), ClC=1C=CC=2N(N1)C=CN2 (6-chloroimidazo[1,2-b]pyridazine). Reported procedure: To a solution of 3.5 g of 3-hydroxy-2,2-dimethyl-1-propanesulfonamide in 30 ml of DMF was added by portions 0.85 g of sodium hydride (60%, in oil)with stirring. To the mixture were added 3.18 g of 6-chloroimidazo[1,2-b]pyridazine and then 0.85 g of sodium hydride. The reaction solution was heated at 70° C. for 1.5 hours and then at 100° C. for an hour with stirring, and concentrated under reduced pressure. The residue was added into 100 ml of ice-water, extracted with ethyl acetate and tetrahydr... Yields the product CC(COC=1C=CC=2N(N1)C=CN2)(CS(N)(=O)=O)C (6-[(2,2-dimethyl-3-sulfamoylpropyl)oxy]imidazo[1,2-b]pyridazine). The yield is 88.0%. Reaction SMILES: [OH:1][CH2:2][C:3]([CH3:10])([CH3:9])[CH2:4][S:5]([NH2:8])(=[O:7])=[O:6].[H-].[Na+].Cl[C:14]1[CH:15]=[CH:16][C:17]2[N:18]([CH:20]=[CH:21][N:22]=2)[N:19]=1>CN(C=O)C>[CH3:9][C:3]([CH3:10])([CH2:4][S:5](=[O:7])(=[O:6])[NH2:8])[CH2:2][O:1][C:14]1[CH:15]=[CH:16][C:17]2[N:18]([CH:20]=[CH:21][N:22]=2)[N:19]=1 |f:1.2|. Conditions: temperature 70 celsius.